Task: describe an organic reaction: reactants, conditions, products, and yield. Dataset: the Open Reaction Database (ORD), a public repository of structured organic reaction records The reactants are C(C)(C)(C)C=1C=C(C=CC1)C=1N=C(C2=CC(=C(C=C2C1)OC)OC)C=O (3-(3-(tert-Butyl)phenyl)-6,7-dimethoxyisoquinoline-1-carboxaldehyde), [BH4-].[Na+] (NaBH4), CC(=O)C (acetone). Run in C(C)O (ethanol). Conditions: time 1 hour. The product is CCOC(=O)C.CCCCCC (EtOAc hexane). The yield is 63.0%. As a reaction SMILES: [C:1]([C:5]1C=C(C2N=C(C=O)C3C(C=2)=C[C:17]([O:21]C)=[C:16](OC)C=3)[CH:8]=[CH:9][CH:10]=1)(C)(C)[CH3:2].[BH4-].[Na+].C[C:30]([CH3:32])=[O:31]>C(O)C>[CH3:16][CH2:17][O:21][C:30]([CH3:32])=[O:31].[CH3:2][CH2:1][CH2:5][CH2:10][CH2:9][CH3:8] |f:1.2,5.6|. Procedure details: 3-(3-(tert-Butyl)phenyl)-6,7-dimethoxyisoquinoline-1-carboxaldehyde (97 mg) in 5 mL ethanol was treated slowly with NaBH4 (26 mg, 3 eq.) at room temperature. Reaction was stirred for 1 hour then 2 mL acetone was added and solution was filtered through filter paper. Filtrate was concentrated then re-dissolved in DCM and washed with H2O. Organic layer was dried over sodium sulfate and concentrated. Chromatography achieved using ISCO max gradient 50% EtOAc/hexane yielding product as a pale yellow s... Starting materials: BrC1=CC(=CC=2N(C(=NC21)N2CCN(CC2)C2=NC=CC=C2C(F)(F)F)COCC[Si](C)(C)C)C(F)(F)F (4-Bromo-6-trifluoromethyl-2-[4-(3-trifluoromethyl-pyridin-2-yl)-piperazin-1-yl]-1-(2-trimethylsilanyl-ethoxymethyl)-1H-benzoimidazole), C(C)(C)(C)OC(=O)N1CCNCC1 (piperazine-1-carboxylic acid tert-butyl ester). Product: C(C)(C)(C)OC(=O)N1CCN(CC1)C1=CC(=CC=2NC(=NC21)N2CCN(CC2)C2=NC=CC=C2C(F)(F)F)C(F)(F)F (4-{6-Trifluoromethyl-2-[4-(3-trifluoromethyl-pyridin-2-yl)-piperazin-1-yl]-1H-benzoimidazol-4-yl}-piperazine-1-carboxylic acid tert-butyl ester). Reaction SMILES: Br[C:2]1[C:10]2[N:9]=[C:8]([N:11]3[CH2:16][CH2:15][N:14]([C:17]4[C:22]([C:23]([F:26])([F:25])[F:24])=[CH:21][CH:20]=[CH:19][N:18]=4)[CH2:13][CH2:12]3)[N:7](COCC[Si](C)(C)C)[C:6]=2[CH:5]=[C:4]([C:35]([F:38])([F:37])[F:36])[CH:3]=1.[C:39]([O:43][C:44]([N:46]1[CH2:51][CH2:50][NH:49][CH2:48][CH2:47]1)=[O:45])([CH3:42])([CH3:41])[CH3:40]>>[C:39]([O:43][C:44]([N:46]1[CH2:51][CH2:50][N:49]([C:2]2[C:10]3[N:9]=[C:8]([N:11]4[CH2:12][CH2:13][N:14]([C:17]5[C:22]([C:23]([F:26])([F:25])[F:24])=[CH:21][CH:20]=[CH:19][N:18]=5)[CH2:15][CH2:16]4)[NH:7][C:6]=3[CH:5]=[C:4]([C:35]([F:37])([F:38])[F:36])[CH:3]=2)[CH2:48][CH2:47]1)=[O:45])([CH3:42])([CH3:40])[CH3:41]. Procedure details: 4-Bromo-6-trifluoromethyl-2-[4-(3-trifluoromethyl-pyridin-2-yl)-piperazin-1-yl]-1-(2-trimethylsilanyl-ethoxymethyl)-1H-benzoimidazole from Example 146a reacted with piperazine-1-carboxylic acid tert-butyl ester under the conditions of Example 127b to give the title compound. Reactants: CC1COCCN1c1nc(-c2cnc(N)nc2)nc2c1CCNC2, CC(C)Br. Product: CC(C)N1CCc2c(nc(-c3cnc(N)nc3)nc2N2CCOCC2C)C1. As a reaction SMILES: [CH3:1][CH:2]1[CH2:3][O:4][CH2:5][CH2:6][N:7]1[c:8]1[c:9]2[c:10]([n:11][c:12](-[c:14]3[cH:15][n:16][c:17]([NH2:20])[n:18][cH:19]3)[n:13]1)[CH2:21][NH:22][CH2:23][CH2:24]2.[CH:25]([CH3:26])([CH3:27])[Br:28]>>[CH3:1][CH:2]1[CH2:3][O:4][CH2:5][CH2:6][N:7]1[c:8]1[c:9]2[c:10]([n:11][c:12](-[c:14]3[cH:15][n:16][c:17]([NH2:20])[n:18][cH:19]3)[n:13]1)[CH2:21][N:22]([CH:25]([CH3:26])[CH3:27])[CH2:23][CH2:24]2. The reactants are C(C)OC(C=CC1=C(C=CC=C1)O)=O (3-(2-hydroxy-phenyl)-acrylic acid ethyl ester), [OH-].[K+] (potassium hydroxide). The solvent is C(C)O (ethanol), O (water). Yields the product OC1=C(C=CC=C1)/C=C/C(=O)O ((E)-3-(2-Hydroxy-phenyl)-acrylic acid). Isolated yield 51.9%. As a reaction SMILES: C([O:3][C:4](=[O:14])[CH:5]=[CH:6][C:7]1[CH:12]=[CH:11][CH:10]=[CH:9][C:8]=1[OH:13])C.[OH-].[K+]>C(O)C.O>[OH:13][C:8]1[CH:9]=[CH:10][CH:11]=[CH:12][C:7]=1/[CH:6]=[CH:5]/[C:4]([OH:14])=[O:3] |f:1.2|. Procedure details: To a solution of 100.0 g 3-(2-hydroxy-phenyl)-acrylic acid ethyl ester in 500 ml of ethanol, a solution of 50.9 g potassium hydroxide in 500 ml of water was dropped in at room temperature. After stirring at reflux for 28 hours, the reaction mixture was concentrated. The residue was diluted with 500 ml HCl 2N and extracted with ether. The organic phase was washed with 2N HCl and water, dried and evaporated to dryness. The resulting solid was recrystallized to yield 44.3 g of colourless crystals. The reactants are [H][H] (hydrogen), [H][H] (hydrogen), [H][H] (hydrogen), OC(C(=O)OCC)(C)C1(CC=2C=CC=CC2C=C1)OC (ethyl 2-hydroxy-2-(6-methoxynaphth-6-yl)propionate), [H][H] (Hydrogen), C(C)O (Ethanol). Reagents/catalysts: [Pd] (palladium). Conditions: temperature 160 celsius, time 6 hour. The product is COC=1C=C2C=CC(=CC2=CC1)C(C(=O)OCC)C (Ethyl 2-(6-methoxynaphth-2-yl)propionate). Reaction SMILES: [H][H].O[C:4]([C:11]1(OC)[CH:20]=[CH:19][C:18]2[CH:17]=[CH:16][CH:15]=[CH:14][C:13]=2[CH2:12]1)([CH3:10])[C:5]([O:7][CH2:8][CH3:9])=[O:6].[CH2:23]([OH:25])C>[Pd]>[CH3:23][O:25][C:16]1[CH:17]=[C:18]2[C:13](=[CH:14][CH:15]=1)[CH:12]=[C:11]([CH:4]([CH3:10])[C:5]([O:7][CH2:8][CH3:9])=[O:6])[CH:20]=[CH:19]2. Procedure: Ethanol (48 g) and palladium catalyst (5% palladium on carbon, 0,12 g) were stirred under a hydrogen atmosphere (10 bar) for 1 hour. The hydrogen was released and ethyl 2-hydroxy-2-(6-methoxynaphth-6-yl)propionate (12,0 g, 43,8 mmol) was added. Hydrogen was charged to the reactor and the vessel was warmed to 160° C. (hydrogen pressure 20 bar). The reactor was stirred at 160° C. for 6 hours and the hydrogen was released. Ethyl 2-(6-methoxynaphth-2-yl)propionate was formed with a selectivity of 35...